From a dataset of the Open Reaction Database (ORD), a public repository of structured organic reaction records. describe an organic reaction: reactants, conditions, products, and yield Reactants: O (water), C(C=C)(=O)N (acrylamide), C(CCC)C(C(=O)N)=C (n-butylacrylamide), C(=C)C1=C(C=CC=C1)C=C (divinylbenzene). Solvent: C(C)O (ethanol). The product is C(C=C)(=O)N.C(CCC)NC(C=C)=O (Acrylamide N-Butylacrylamide). RXN SMILES: [C:1]([NH2:5])(=[O:4])[CH:2]=[CH2:3].C([C:10](=[CH2:14])[C:11]([NH2:13])=[O:12])CCC.[CH:15]([C:17]1C=CC=C[C:18]=1C=C)=[CH2:16].O>C(O)C>[C:1]([NH2:5])(=[O:4])[CH:2]=[CH2:3].[CH2:16]([NH:13][C:11](=[O:12])[CH:10]=[CH2:14])[CH2:15][CH2:17][CH3:18] |f:5.6|. Reported procedure: Polystyrenesulfonate (22.5 mmoles, 3.918 g), acrylamide (3.45 mmoles, 0.245 g), n-butylacrylamide (3.45 mmoles, 0.439 g) and divinylbenzene (0.6 mmoles, 85.5 microL) were dissolved in 15 mL ethanol and 5 mL water in a 40 mL vial fitted with a septa cap. The solution was degassed by bubbling nitrogen through and 1 mole % AIBN was added as a solution. The polymerization solution was further degassed and the placed in a heated reaction block at 60° C. for 18 h. A clear, light yellow gel formed. Starting materials: C(CCC)C1=CC=C(C=C1)C#CC1=CC=C(CNC=2C=CC(=C(C(=O)OC)C2)F)C=C1 (methyl 5-({4-[(4-butylphenyl)ethynyl]benzyl}amino)-2-fluorobenzoate), C(C)OC(=O)C1C(C1)C=O (ethyl-2-formyl-1-cyclopropanecarboxylate), C(C)(=O)O[BH-](OC(C)=O)OC(C)=O (triacetoxyborohydride), C(=O)(O)[O-].[Na+] (NaHCO3). Run in ClCCCl (DCE). Run at temperature 50 celsius, time 4 hour. The product is C(CCC)C1=CC=C(C=C1)C#CC1=CC=C(CN(C=2C=CC(=C(C(=O)OC)C2)F)CC2C(C2)C(=O)OCC)C=C1 (methyl 5-({4-[(4-butylphenyl)ethynyl]benzyl}{[2-(ethoxycarbonyl) cyclopropyl]methyl}amino)-2-fluorobenzoate). Isolated yield 52.3%. As a reaction SMILES: [CH2:1]([C:5]1[CH:10]=[CH:9][C:8]([C:11]#[C:12][C:13]2[CH:31]=[CH:30][C:16]([CH2:17][NH:18][C:19]3[CH:20]=[CH:21][C:22]([F:29])=[C:23]([CH:28]=3)[C:24]([O:26][CH3:27])=[O:25])=[CH:15][CH:14]=2)=[CH:7][CH:6]=1)[CH2:2][CH2:3][CH3:4].[CH2:32]([O:34][C:35]([CH:37]1[CH2:39][CH:38]1[CH:40]=O)=[O:36])[CH3:33].C(O[BH-](OC(=O)C)OC(=O)C)(=O)C.C([O-])(O)=O.[Na+]>ClCCCl>[CH2:1]([C:5]1[CH:6]=[CH:7][C:8]([C:11]#[C:12][C:13]2[CH:14]=[CH:15][C:16]([CH2:17][N:18]([CH2:40][CH:38]3[CH2:39][CH:37]3[C:35]([O:34][CH2:32][CH3:33])=[O:36])[C:19]3[CH:20]=[CH:21][C:22]([F:29])=[C:23]([CH:28]=3)[C:24]([O:26][CH3:27])=[O:25])=[CH:30][CH:31]=2)=[CH:9][CH:10]=1)[CH2:2][CH2:3][CH3:4] |f:3.4|. Reported procedure: To solution of methyl 5-({4-[(4-butylphenyl)ethynyl]benzyl}amino)-2-fluorobenzoate (500 mg; 1.20 mmol) in anhydrous DCE (30 mL) were added ethyl-2-formyl-1-cyclopropanecarboxylate (Aldrich, 0.40 mL; 3.01 mmol), triacetoxyborohydride (382 mg; 1.81 mmol).The resulting mixture was stirred at 50° C. under N2 atmosphere for 4 hours. The mixture was poured into a saturated solution of NaHCO3 (50 mL) and extracted with DCM (2×50 mL). The combined organic layers were washed with brine (100 mL), dried ov... The reactants are CC(=O)O, COCCn1c(=O)c(=O)[nH]c2cc(C(F)(F)F)ccc21, [O-][I+2]([O-])O, I, O, O=S(=O)(O)O. Product: COCCn1c(=O)c(=O)[nH]c2cc(C(F)(F)F)c(I)cc21. RXN SMILES: [CH3:31][C:32](=[O:33])[OH:34].[F:1][C:2]([c:3]1[cH:4][c:5]2[nH:6][c:7](=[O:18])[c:8](=[O:17])[n:9]([CH2:13][CH2:14][O:15][CH3:16])[c:10]2[cH:11][cH:12]1)([F:19])[F:20].[I+2:26]([OH:27])([O-:28])[O-:29].[I:30].[OH2:35].[S:21](=[O:22])(=[O:23])([OH:24])[OH:25]>>[F:1][C:2]([c:3]1[cH:4][c:5]2[nH:6][c:7](=[O:18])[c:8](=[O:17])[n:9]([CH2:13][CH2:14][O:15][CH3:16])[c:10]2[cH:11][c:12]1[I:26])([F:19])[F:20]. Reactants: NC1=C(C=C(C(=O)OC)C=C1)Cl (methyl 4-amino-3-chlorobenzoate), [OH-].[Na+] (sodium hydroxide). Solvent: C(C)O (ethanol). Run at temperature 40 celsius, time 3.5 hour. Product: NC1=C(C=C(C(=O)O)C=C1)Cl (4-amino-3-chlorobenzoic acid). Yield: 98.3%. As a reaction SMILES: [NH2:1][C:2]1[CH:11]=[CH:10][C:5]([C:6]([O:8]C)=[O:7])=[CH:4][C:3]=1[Cl:12].[OH-].[Na+]>C(O)C>[NH2:1][C:2]1[CH:11]=[CH:10][C:5]([C:6]([OH:8])=[O:7])=[CH:4][C:3]=1[Cl:12] |f:1.2|. Procedure details: To a solution of methyl 4-amino-3-chlorobenzoate (3.3 g) in ethanol (53 ml) was added 8N aqueous sodium hydroxide solution (4.4 ml), and the mixture was stirred at 40° C. for 3.5 hr. The solvent was evaporated under reduced pressure, and the residue was dissolved in water. The obtained aqueous solution was washed with diethyl ether and neutralized with 1N aqueous hydrochloric acid solution. The precipitated insoluble material was collected by filtration and air-dried to give the title compound a... Reactants: O=C1c2ccccc2C(=O)N1CCCBr, O=C([O-])[O-], CC#N, CCOC(C)=O, Fc1ccc2c(C3CCNCC3)noc2c1, [K+], [K+]. The product is O=C1c2ccccc2C(=O)N1CCCN1CCC(c2noc3cc(F)ccc23)CC1. RXN SMILES: [Br:17][CH2:18][CH2:19][CH2:20][N:21]1[C:22](=[O:31])[c:23]2[c:24]([cH:27][cH:28][cH:29][cH:30]2)[C:25]1=[O:26].[C:32](=[O:33])([O-:34])[O-:35].[CH3:38][C:39]#[N:40].[CH3:41][CH2:42][O:43][C:44](=[O:45])[CH3:46].[F:1][c:2]1[cH:3][c:4]2[c:5]([c:6]([CH:9]3[CH2:10][CH2:11][NH:12][CH2:13][CH2:14]3)[n:7][o:8]2)[cH:15][cH:16]1.[K+:36].[K+:37]>>[F:1][c:2]1[cH:3][c:4]2[c:5]([c:6]([CH:9]3[CH2:10][CH2:11][N:12]([CH2:18][CH2:19][CH2:20][N:21]4[C:22](=[O:31])[c:23]5[c:24]([cH:27][cH:28][cH:29][cH:30]5)[C:25]4=[O:26])[CH2:13][CH2:14]3)[n:7][o:8]2)[cH:15][cH:16]1. Starting materials: C(C)(C)(C)OC(=O)N1C[C@@H](C[C@@H](C1)N(CC(C)C)C(=O)C=1C(=NC(=NC1)C(C)(C)C)NCCCOC)C(=O)O ((3R,5S)-1-(tert-butoxycarbonyl)-5-[({2-tert-butyl-4-[(3-methoxypropyl)amino]pyrimidin-5-yl}carbonyl)(isobutyl)amino]piperidine-3-carboxylic acid), CCN=C=NCCCN(C)C.Cl (WSC.HCl), C=1C=CC2=C(C1)N=NN2O (HOBt), C(C)(C)N(CC)C(C)C (diisopropylethylamine), CN1CCNCC1 (1-methylpiperazine), C(O)([O-])=O.[Na+] (sodium hydrogen carbonate). Solvent: CN(C)C=O (DMF). Yields the product C(C)(C)(C)C1=NC=C(C(=N1)NCCCOC)C(=O)N([C@@H]1CN(C[C@@H](C1)C(=O)N1CCN(CC1)C)C(=O)OC(C)(C)C)CC(C)C (tert-butyl (3S,5R)-3-[({2-tert-butyl-4-[(3-methoxypropyl)amino]pyrimidin-5-yl}carbonyl)(2-methylpropyl)amino]-5-[(4-methylpiperazin-1-yl)carbonyl]piperidine-1-carboxylate). Reaction SMILES: C(OC([N:8]1[CH2:13][C@@H:12]([N:14]([C:19]([C:21]2[C:22]([NH:31][CH2:32][CH2:33][CH2:34][O:35][CH3:36])=[N:23][C:24]([C:27]([CH3:30])([CH3:29])[CH3:28])=[N:25][CH:26]=2)=[O:20])[CH2:15][CH:16]([CH3:18])[CH3:17])[CH2:11][C@@H:10]([C:37](O)=[O:38])[CH2:9]1)=O)(C)(C)C.CCN=C=N[CH2:45][CH2:46][CH2:47]N(C)C.Cl.[CH:52]1C=CC2N(O)N=NC=2C=1.C(N(C(C)C)CC)(C)C.[CH3:71][N:72]1[CH2:77][CH2:76][NH:75][CH2:74][CH2:73]1.[C:78](=[O:81])([O-])[OH:79].[Na+]>CN(C=O)C>[C:27]([C:24]1[N:23]=[C:22]([NH:31][CH2:32][CH2:33][CH2:34][O:35][CH3:36])[C:21]([C:19]([N:14]([CH2:15][CH:16]([CH3:17])[CH3:18])[C@H:12]2[CH2:11][C@@H:10]([C:37]([N:75]3[CH2:76][CH2:77][N:72]([CH3:71])[CH2:73][CH2:74]3)=[O:38])[CH2:9][N:8]([C:78]([O:79][C:46]([CH3:47])([CH3:52])[CH3:45])=[O:81])[CH2:13]2)=[O:20])=[CH:26][N:25]=1)([CH3:30])([CH3:29])[CH3:28] |f:1.2,6.7|. Procedure details: A solution of (3R,5S)-1-(tert-butoxycarbonyl)-5-[({2-tert-butyl-4-[(3-methoxypropyl)amino]pyrimidin-5-yl}carbonyl)(isobutyl)amino]piperidine-3-carboxylic acid (100 mg), WSC.HCl (52 mg), HOBt (36 g), diisopropylethylamine (0.094 ml) and 1-methylpiperazine (20 mg) in DMF (3 ml) was stirred at room temperature for 12 hr. The reaction mixture was poured into saturated aqueous sodium hydrogen carbonate, and the mixture was extracted with ethyl acetate. The extract was washed successively with 10% aqu... The reactants are C(C)(=O)O (acetic acid), [OH-].[Na+] (sodium hydroxide), COC(=O)C=1C=NC2=CC=C(C=C2C1OC)I (6-iodo-4-methoxy-quinoline-3-carboxylic acid methyl ester). The solvent is O (water), CO (methanol), O (water). Conditions: time 3 hour. Product: C(=O)C=1C=C2C(=C(C=NC2=CC1)C(=O)O)OC (6-formyl-4-methoxy-quinoline-3-carboxylic acid). RXN SMILES: C[O:2][C:3]([C:5]1[CH:6]=[N:7][C:8]2[C:13]([C:14]=1[O:15][CH3:16])=[CH:12][C:11](I)=[CH:10][CH:9]=2)=[O:4].[OH-].[Na+].[C:20](O)(=[O:22])C>CO.O>[CH:20]([C:11]1[CH:12]=[C:13]2[C:8](=[CH:9][CH:10]=1)[N:7]=[CH:6][C:5]([C:3]([OH:2])=[O:4])=[C:14]2[O:15][CH3:16])=[O:22] |f:1.2|. Reported procedure: To the suspension of 6-iodo-4-methoxy-quinoline-3-carboxylic acid methyl ester (example 1d) (5.91 g, 17.2 mmol) in methanol (20 mL) was slowly added the solution of sodium hydroxide (2.76 g, 69 mmol) in water (10 mL). The mixture was stirred at room temperature for 3 hours. The solution was adjusted pH=5.0 using aqueous acetic acid solution. After adding more water, the solid was collected by filtration, washed with water and dried to obtain 6-formyl-4-methoxy-quinoline-3-carboxylic acid. LC-MS ... The reactants are O=C([O-])[O-], CCOCC, CCO, [Na+], [Na+], OC1Cn2cccc2Sc2ccccc21, BrP(Br)Br. Yields the product BrC1Cn2cccc2Sc2ccccc21. Reaction SMILES: [C:23](=[O:24])([O-:25])[O-:26].[CH2:29]([O:30][CH2:31][CH3:32])[CH3:33].[CH3:20][CH2:21][OH:22].[Na+:27].[Na+:28].[OH:1][CH:2]1[CH2:3][n:4]2[c:5]([cH:13][cH:14][cH:15]2)[S:6][c:7]2[c:8]1[cH:9][cH:10][cH:11][cH:12]2.[P:16]([Br:17])([Br:18])[Br:19]>>[CH:2]1([Br:17])[CH2:3][n:4]2[c:5]([cH:13][cH:14][cH:15]2)[S:6][c:7]2[c:8]1[cH:9][cH:10][cH:11][cH:12]2. Isolated yield 59.2%. Procedure details: A mixture of 3.11 grams of 2-(1-(3-nitrobenzylidene)-acetonyl)-2-oxo-1,3,2-dioxaphosphorinane and 2.48 grams of 2 -(N-benzyl-N-methylamino)ethyl3-aminocrotonate was dissolved in 30 ml of isopropanol and the mixture was heated to reflux for eight hours. The reaction solution was concentrated in vacuo and the residue was purified by subjecting to a column chromatography (silica gel, n-hexane-ethyl acetate). The resulting pale yellow oil (3.8 grams) was crystallized with ether and recrystallized fr... Product: CC=1NC(=C(C(C1C(=O)OCCN(C)CC1=CC=CC=C1)C1=CC(=CC=C1)[N+](=O)[O-])P1(OCCCO1)=O)C (2-(N-benzyl-N-methylamino)ethyl 2,6-dimethyl-4-(3-nitrophenyl)-5-(2-oxo-1,3,2-dioxaphosphorinan- 2-yl)-1,4-dihydropyridine-3-carboxylate). Run in C(C)(C)O (isopropanol). The reactants are [N+](=O)([O-])C=1C=C(C=C(C(=O)C)P2(OCCCO2)=O)C=CC1 (2-(1-(3-nitrobenzylidene)-acetonyl)-2-oxo-1,3,2-dioxaphosphorinane), C(C1=CC=CC=C1)N(C)CCOC(\C=C(\C)/N)=O (2 -(N-benzyl-N-methylamino)ethyl3-aminocrotonate). As a reaction SMILES: [N+:1]([C:4]1[CH:5]=[C:6]([CH:19]=[CH:20][CH:21]=1)[CH:7]=[C:8]([P:12]1(=[O:18])[O:17][CH2:16][CH2:15][CH2:14][O:13]1)[C:9]([CH3:11])=O)([O-:3])=[O:2].[CH2:22]([N:29]([CH2:31][CH2:32][O:33][C:34](=[O:39])/[CH:35]=[C:36](\[NH2:38])/[CH3:37])[CH3:30])[C:23]1[CH:28]=[CH:27][CH:26]=[CH:25][CH:24]=1>C(O)(C)C>[CH3:37][C:36]1[NH:38][C:9]([CH3:11])=[C:8]([P:12]2(=[O:18])[O:17][CH2:16][CH2:15][CH2:14][O:13]2)[CH:7]([C:6]2[CH:19]=[CH:20][CH:21]=[C:4]([N+:1]([O-:3])=[O:2])[CH:5]=2)[C:35]=1[C:34]([O:33][CH2:32][CH2:31][N:29]([CH2:22][C:23]1[CH:24]=[CH:25][CH:26]=[CH:27][CH:28]=1)[CH3:30])=[O:39].